From a dataset of the Open Reaction Database (ORD), a public repository of structured organic reaction records. describe an organic reaction: reactants, conditions, products, and yield Reactants: COc1ccc(-c2nc(S)[nH]c2-c2ccc(OC)cc2)cc1, CN(C)C=O, Cl, [Cu], O=N[O-], Nc1ccc(F)cc1, [Na+], [Na+], [OH-]. The product is COc1ccc(-c2nc(Sc3ccc(F)cc3)[nH]c2-c2ccc(OC)cc2)cc1. As a reaction SMILES: [CH3:14][O:15][c:16]1[cH:17][cH:18][c:19](-[c:22]2[n:23][c:24]([SH:35])[nH:25][c:26]2-[c:27]2[cH:28][cH:29][c:30]([O:33][CH3:34])[cH:31][cH:32]2)[cH:20][cH:21]1.[CH3:38][N:39]([CH3:40])[CH:41]=[O:42].[ClH:13].[Cu:43].[N:9]([O-:10])=[O:11].[NH2:1][c:2]1[cH:3][cH:4][c:5]([F:6])[cH:7][cH:8]1.[Na+:12].[Na+:37].[OH-:36]>>[c:2]1([S:35][c:24]2[nH:23][c:22](-[c:19]3[cH:18][cH:17][c:16]([O:15][CH3:14])[cH:21][cH:20]3)[c:26](-[c:27]3[cH:28][cH:29][c:30]([O:33][CH3:34])[cH:31][cH:32]3)[n:25]2)[cH:3][cH:4][c:5]([F:6])[cH:7][cH:8]1. Reactants: O=C([O-])[O-], ClC(Cl)Cl, Cc1noc(-c2cc3nccc(Cl)c3s2)n1, [Cs+], [Cs+], Nc1ccc(O)c(F)c1, CN(C)C=O. Yields the product Cc1noc(-c2cc3nccc(Oc4ccc(N)cc4F)c3s2)n1. As a reaction SMILES: [C:26](=[O:27])([O-:28])[O-:29].[CH:37]([Cl:38])([Cl:39])[Cl:40].[Cl:1][c:2]1[c:3]2[c:4]([n:5][cH:6][cH:7]1)[cH:8][c:9](-[c:11]1[n:12][c:13]([CH3:16])[n:14][o:15]1)[s:10]2.[Cs+:30].[Cs+:31].[NH2:17][c:18]1[cH:19][c:20]([F:25])[c:21]([OH:24])[cH:22][cH:23]1.[O:32]=[CH:33][N:34]([CH3:35])[CH3:36]>>[c:2]1([O:24][c:21]2[c:20]([F:25])[cH:19][c:18]([NH2:17])[cH:23][cH:22]2)[c:3]2[c:4]([n:5][cH:6][cH:7]1)[cH:8][c:9](-[c:11]1[n:12][c:13]([CH3:16])[n:14][o:15]1)[s:10]2. Reactants: CC1(C)CCCC(=O)C1, O=Cc1ccc(Cl)cc1, [Na+], [OH-], O. Product: CC1(C)CCC(=Cc2ccc(Cl)cc2)C(=O)C1. RXN SMILES: [CH3:1][C:2]1([CH3:9])[CH2:3][C:4](=[O:8])[CH2:5][CH2:6][CH2:7]1.[Cl:10][c:11]1[cH:12][cH:13][c:14]([CH:15]=[O:16])[cH:17][cH:18]1.[Na+:20].[OH-:19].[OH2:21]>>[CH3:1][C:2]1([CH3:9])[CH2:3][C:4](=[O:8])[C:5](=[CH:15][c:14]2[cH:13][cH:12][c:11]([Cl:10])[cH:18][cH:17]2)[CH2:6][CH2:7]1. Starting materials: B, O=C(O)c1cc(F)cc(Br)c1, O=C([O-])[O-], C1CCOC1, C1CCOC1, CCOC(C)=O, [Na+], [Na+]. Product: OCc1cc(F)cc(Br)c1. As a reaction SMILES: [BH3:1].[Br:7][c:8]1[cH:9][c:10]([C:11](=[O:12])[OH:13])[cH:14][c:15]([F:17])[cH:16]1.[C:18](=[O:19])([O-:20])[O-:21].[CH2:24]1[O:25][CH2:26][CH2:27][CH2:28]1.[CH2:2]1[O:3][CH2:4][CH2:5][CH2:6]1.[CH3:29][CH2:30][O:31][C:32]([CH3:33])=[O:34].[Na+:22].[Na+:23]>>[Br:7][c:8]1[cH:9][c:10]([CH2:11][OH:12])[cH:14][c:15]([F:17])[cH:16]1. Starting materials: C([O-])([O-])=O.[Na+].[Na+] (sodium carbonate), C(#N)C1=CC=C(C=C1)B(O)O (4-cyanophenylboronic acid), BrC1=C(C=CC=C1)C(C)OC[C@@H]1OC1 ((R)-2-[1-(2-Bromophenyl)ethoxymethyl]oxirane). Reagents/catalysts: C=1C=CC(=CC1)[P](C=2C=CC=CC2)(C=3C=CC=CC3)[Pd]([P](C=4C=CC=CC4)(C=5C=CC=CC5)C=6C=CC=CC6)([P](C=7C=CC=CC7)(C=8C=CC=CC8)C=9C=CC=CC9)[P](C=1C=CC=CC1)(C=1C=CC=CC1)C=1C=CC=CC1 (tetrakis(triphenylphosphine)palladium(0)). Solvent: C(C)O (ethanol), C1(=CC=CC=C1)C (toluene). Product: O1[C@H](C1)COC(C)C1=C(C=CC=C1)C1=CC=C(C=C1)C#N (2′-[1-(((2R)-oxiranyl)methoxy)ethyl]biphenyl-4-carbonitrile). Yield: 26.8%. As a reaction SMILES: Br[C:2]1[CH:7]=[CH:6][CH:5]=[CH:4][C:3]=1[CH:8]([O:10][CH2:11][C@H:12]1[CH2:14][O:13]1)[CH3:9].C(=O)([O-])[O-].[Na+].[Na+].[C:21]([C:23]1[CH:28]=[CH:27][C:26](B(O)O)=[CH:25][CH:24]=1)#[N:22]>C1(C)C=CC=CC=1.C(O)C.C1C=CC([P]([Pd]([P](C2C=CC=CC=2)(C2C=CC=CC=2)C2C=CC=CC=2)([P](C2C=CC=CC=2)(C2C=CC=CC=2)C2C=CC=CC=2)[P](C2C=CC=CC=2)(C2C=CC=CC=2)C2C=CC=CC=2)(C2C=CC=CC=2)C2C=CC=CC=2)=CC=1>[O:13]1[CH2:14][C@@H:12]1[CH2:11][O:10][CH:8]([C:3]1[CH:4]=[CH:5][CH:6]=[CH:7][C:2]=1[C:26]1[CH:27]=[CH:28][C:23]([C:21]#[N:22])=[CH:24][CH:25]=1)[CH3:9] |f:1.2.3,^1:45,47,66,85|. Reported procedure: (R)-2-[1-(2-Bromophenyl)ethoxymethyl]oxirane (8.24 g) was dissolved in toluene (38 ml) and ethanol (150 ml), 2M-aqueous sodium carbonate (80 ml), 4-cyanophenylboronic acid (5.65 g) and tetrakis(triphenylphosphine)palladium(0) (1.85 g) were successively added, and the mixture was heated under reflux overnight. The reaction mixture was cooled to room temperature, and concentrated under reduced pressure. Water was added to the obtained residue, and the mixture was extracted 3 times with diethyl eth... The reactants are O=CO, Nc1nc(Cl)c2ncn(CC#CCO)c2n1. The product is Nc1nc2c(ncn2CC#CCO)c(=O)[nH]1. RXN SMILES: [CH:17](=[O:18])[OH:19].[NH2:1][c:2]1[n:3][c:4]([Cl:16])[c:5]2[n:6][cH:7][n:8]([CH2:11][C:12]#[C:13][CH2:14][OH:15])[c:9]2[n:10]1>>[NH2:1][c:2]1[nH:3][c:4](=[O:18])[c:5]2[n:6][cH:7][n:8]([CH2:11][C:12]#[C:13][CH2:14][OH:15])[c:9]2[n:10]1.